describe an organic reaction: reactants, conditions, products, and yield From a dataset of the Open Reaction Database (ORD), a public repository of structured organic reaction records. Starting materials: N#CCC(=O)O, ClCCl, O=C(Cl)C(=O)Cl, NC(=O)c1ccc(Nc2nc(NC3CCCNC3)c3cc[nH]c3n2)cc1, CN(C)C=O, O. The product is N#CCC(=O)N1CCCC(Nc2nc(Nc3ccc(C(N)=O)cc3)nc3[nH]ccc23)C1. As a reaction SMILES: [C:1](#[N:2])[CH2:3][C:4](=[O:5])[OH:6].[Cl:40][CH2:41][Cl:42].[Cl:7][C:8]([C:9]([Cl:10])=[O:11])=[O:12].[NH:13]1[CH2:14][CH:15]([NH:19][c:20]2[c:21]3[c:22]([n:23][c:24]([NH:26][c:27]4[cH:28][cH:29][c:30]([C:31](=[O:32])[NH2:33])[cH:34][cH:35]4)[n:25]2)[nH:36][cH:37][cH:38]3)[CH2:16][CH2:17][CH2:18]1.[O:43]=[CH:44][N:45]([CH3:46])[CH3:47].[OH2:39]>>[C:1](#[N:2])[CH2:3][C:4](=[O:6])[N:13]1[CH2:14][CH:15]([NH:19][c:20]2[c:21]3[c:22]([n:23][c:24]([NH:26][c:27]4[cH:28][cH:29][c:30]([C:31](=[O:32])[NH2:33])[cH:34][cH:35]4)[n:25]2)[nH:36][cH:37][cH:38]3)[CH2:16][CH2:17][CH2:18]1. Starting materials: O (water), BrC=1C=CC2=C(C=C(CCCN2CC(C)C)C(=O)OC)C1 (methyl 8-bromo-1-isobutyl-1,2,3,4-tetrahydro-1-benzazocine-5-carboxylate), C(CCC)OCCOC1=CC=C(C=C1)OB(O)O (4-(2-butoxyethoxy)phenyl boric acid), C([O-])([O-])=O.[K+].[K+] (potassium carbonate). Reagents/catalysts: [Pd].C1(=CC=CC=C1)P(C1=CC=CC=C1)C1=CC=CC=C1.C1(=CC=CC=C1)P(C1=CC=CC=C1)C1=CC=CC=C1.C1(=CC=CC=C1)P(C1=CC=CC=C1)C1=CC=CC=C1.C1(=CC=CC=C1)P(C1=CC=CC=C1)C1=CC=CC=C1 (tetrakis(triphenylphosphine)-palladium). The solvent is C=1(C(=CC=CC1)CCO)C.O (toluene-ethanol water). Conditions: time 1 hour. Product: C(C(C)C)N1CCCC(=CC2=C1C=CC(=C2)C2=CC=C(C=C2)OCCOCCC)C(=O)OC (methyl 1-isobutyl-8-[4-(2-propoxyethoxy)phenyl]-1,2,3,4-tetrahydro-1-benzazocine-5-carboxylate). Yield: 72.0%. RXN SMILES: Br[C:2]1[CH:3]=[CH:4][C:5]2[N:12]([CH2:13][CH:14]([CH3:16])[CH3:15])[CH2:11][CH2:10][CH2:9][C:8]([C:17]([O:19][CH3:20])=[O:18])=[CH:7][C:6]=2[CH:21]=1.[CH2:22]([O:26][CH2:27][CH2:28][O:29][C:30]1[CH:35]=[CH:34][C:33](OB(O)O)=[CH:32][CH:31]=1)[CH2:23][CH2:24]C.C(=O)([O-])[O-].[K+].[K+].O>C1(C)C(CCO)=CC=CC=1.O.[Pd].C1(P(C2C=CC=CC=2)C2C=CC=CC=2)C=CC=CC=1.C1(P(C2C=CC=CC=2)C2C=CC=CC=2)C=CC=CC=1.C1(P(C2C=CC=CC=2)C2C=CC=CC=2)C=CC=CC=1.C1(P(C2C=CC=CC=2)C2C=CC=CC=2)C=CC=CC=1>[CH2:13]([N:12]1[C:5]2[CH:4]=[CH:3][C:2]([C:33]3[CH:34]=[CH:35][C:30]([O:29][CH2:28][CH2:27][O:26][CH2:22][CH2:23][CH3:24])=[CH:31][CH:32]=3)=[CH:21][C:6]=2[CH:7]=[C:8]([C:17]([O:19][CH3:20])=[O:18])[CH2:9][CH2:10][CH2:11]1)[CH:14]([CH3:16])[CH3:15] |f:2.3.4,6.7,8.9.10.11.12|. Procedure details: Under argon atmosphere, a mixture of methyl 8-bromo-1-isobutyl-1,2,3,4-tetrahydro-1-benzazocine-5-carboxylate (1.3 g), 4-(2-butoxyethoxy)phenyl boric acid (1.07 g) and potassium carbonate (1.02 g) in toluene-ethanol-water (40-4-4 ml) was stirred at room temperature for 1 hour. To the reaction system was added tetrakis(triphenylphosphine)-palladium (0.21 g), and the mixture was refluxed for 5 hours. After cooling to room temperature, water was added and the mixture was extracted with ethyl acetat... Starting materials: [N+](=O)([O-])C=1C=C(C=CC1)N1N=C(C=C1CCC=O)CCCC (3-(1-(3-nitrophenyl)-3-butyl-1H-pyrazol-5-yl)propanal), FC1=C(C=CC=C1)N1CCNCC1 (1-(2-fluorophenyl)piperazine), [BH-](OC(=O)C)(OC(=O)C)OC(=O)C.[Na+] (NaBH(OAc)3). The product is FC1=C(C=CC=C1)N1CCN(CC1)CCCC1=CC(=NN1C1=CC(=CC=C1)[N+](=O)[O-])CCCC (1-(2-fluorophenyl)-4-(3-(1-(3-nitrophenyl)-3-butyl-1H-pyrazol-5-yl)propyl)piperazine). RXN SMILES: [N+:1]([C:4]1[CH:5]=[C:6]([N:10]2[C:14]([CH2:15][CH2:16][CH:17]=O)=[CH:13][C:12]([CH2:19][CH2:20][CH2:21][CH3:22])=[N:11]2)[CH:7]=[CH:8][CH:9]=1)([O-:3])=[O:2].[F:23][C:24]1[CH:29]=[CH:28][CH:27]=[CH:26][C:25]=1[N:30]1[CH2:35][CH2:34][NH:33][CH2:32][CH2:31]1.[BH-](OC(C)=O)(OC(C)=O)OC(C)=O.[Na+]>>[F:23][C:24]1[CH:29]=[CH:28][CH:27]=[CH:26][C:25]=1[N:30]1[CH2:35][CH2:34][N:33]([CH2:17][CH2:16][CH2:15][C:14]2[N:10]([C:6]3[CH:7]=[CH:8][CH:9]=[C:4]([N+:1]([O-:3])=[O:2])[CH:5]=3)[N:11]=[C:12]([CH2:19][CH2:20][CH2:21][CH3:22])[CH:13]=2)[CH2:32][CH2:31]1 |f:2.3|. Reported procedure: 218 mg (66.2%) of target compound was obtained by using a method same as in Example 1 by using 3-(1-(3-nitrophenyl)-3-butyl-1H-pyrazol-5-yl)propanal (213 mg, 0.707 mmol), 1-(2-fluorophenyl)piperazine (167 mL, 1.060 mmol), and NaBH(OAc)3 (198 mg, 0.936 mmol). Starting materials: C(C(C)(C)C)(=O)OCN1N=C(N=N1)C1=CC=C(C=C1)CCC1=C(C=CC(=C1)C(C)=O)O (2-(Pivaloyloxymethyl)-5-{-4-[2-(2-hydroxy-5-acetylphenyl)ethyl]phenyl}tetrazole), C(C1=CC=CC=C1)OC1=C(C=CC=C1)CCCC1=CC=C(C(=O)OC)C=C1 (methyl 4-[3-(2-benzyloxyphenyl)propyl]benzoate), N1N=NN=C1 (tetrazole), OC1=C(C=CC=C1)CCCC1=CC=C(C(=O)[O-])C=C1 (4-[3-(2-hydroxyphenyl)propyl]benzoate). The product is C(C1=CC=CC=C1)OC1=C(C=C(C=C1)C(C)=O)CCC1=CC=C(C=C1)C1=NN=NN1 (5-{-4-[2-(2-Benzyloxy-5-acetylphenyl)ethyl]phenyl}tetrazole). As a reaction SMILES: C(OC[N:9]1[N:13]=[N:12][C:11]([C:14]2[CH:19]=[CH:18][C:17]([CH2:20][CH2:21]C3C=C(C(=O)C)C=CC=3O)=[CH:16][CH:15]=2)=[N:10]1)(=O)C(C)(C)C.N1C=NN=N1.[OH:37][C:38]1C=CC=C[C:39]=1CCCC1C=CC(C([O-])=O)=CC=1.[CH2:56]([O:63][C:64]1[CH:69]=[CH:68][CH:67]=[CH:66][C:65]=1CCCC1C=CC(C(OC)=O)=CC=1)[C:57]1[CH:62]=[CH:61][CH:60]=[CH:59][CH:58]=1>>[CH2:56]([O:63][C:64]1[CH:65]=[CH:66][C:67]([C:38](=[O:37])[CH3:39])=[CH:68][C:69]=1[CH2:21][CH2:20][C:17]1[CH:16]=[CH:15][C:14]([C:11]2[NH:12][N:13]=[N:9][N:10]=2)=[CH:19][CH:18]=1)[C:57]1[CH:58]=[CH:59][CH:60]=[CH:61][CH:62]=1. Procedure: 2-(Pivaloyloxymethyl)-5-{-4-[2-(2-hydroxy-5-acetylphenyl)ethyl]phenyl}tetrazole was converted to N-2-(pivaloyloxymethyl)-5-{-4--2-(2-benzyloxy-5-acetylphenyl) ethyl]phenyl}tetrazole by the process described in Example 1 for the conversion of 4-[3-(2-hydroxyphenyl)propyl]benzoate to methyl 4-[3-(2-benzyloxyphenyl)propyl]benzoate. The reactants are [O-]CC.[Na+].C(C)O (sodium ethoxide ethanol), [O-]CC.[Na+] (sodium ethoxide), O (water), FC(C=1C=C(C=CC1)CC#N)(F)F ((3-trifluoromethylphenyl)-acetonitrile), CNC(C(=O)OC)C1=CC=CC=C1 (methyl methylamino-phenylacetate), [H][H] (hydrogen), [Na] (sodium). Solvent: C(C)O (ethanol). Product: CN1C(C(C(=C1N)C1=CC(=CC=C1)C(F)(F)F)=O)C1=CC=CC=C1 (1-Methyl-2-phenyl-3-oxo-4-(3-trifluoromethylphenyl)-5-amino-4-pyrroline). As a reaction SMILES: [O-]CC.[Na+].[Na].[H][H].[F:8][C:9]([F:20])([F:19])[C:10]1[CH:11]=[C:12]([CH2:16][C:17]#[N:18])[CH:13]=[CH:14][CH:15]=1.[CH3:21][NH:22][CH:23]([C:28]1[CH:33]=[CH:32][CH:31]=[CH:30][CH:29]=1)[C:24](OC)=O.[O-]CC.[Na+].C(O)C.[OH2:41]>C(O)C>[CH3:21][N:22]1[C:17]([NH2:18])=[C:16]([C:12]2[CH:13]=[CH:14][CH:15]=[C:10]([C:9]([F:8])([F:19])[F:20])[CH:11]=2)[C:24](=[O:41])[CH:23]1[C:28]1[CH:33]=[CH:32][CH:31]=[CH:30][CH:29]=1 |f:0.1,6.7.8,^1:4|. Reported procedure: In this example, sodium ethoxide was prepared by mixing 3.0 g of metallic sodium with 100 ml of absolute ethanol. After the evolution of hydrogen stopped, a mixture containing 16.0 g of (3-trifluoromethylphenyl)-acetonitrile and 17.1 g of methyl methylamino-phenylacetate was added dropwise to the sodium ethoxide-ethanol mixture. The resulting mixture was then refluxed overnight (about 16 hours) and then cooled to room temperature. The mixture was then added to 300 ml of water and extracted with ... Starting materials: O (water), C(C1=CC=CC=C1)OC1=CC=C(C=C1)CC(=O)O (4-benzyloxyphenylacetic acid), [CH2-]C(=O)C.BrCC[C@@H](CO)O ((S)-4-bromo-1,2-butanediol acetonide), CN(P(N(C)C)(N(C)C)=O)C (hexamethyl phosphorictriamide). The solvent is O1CCCC1 (tetrahydrofuran), O1CCCC1 (tetrahydrofuran). Reaction conditions: temperature -20 celsius, time 30 minute. Yields the product C(C1=CC=CC=C1)OC1=CC=C(C=C1)[C@@H]1C(=O)O[C@@H](CC1)CO ((2R,5S)-2-(4-benzyloxyphenyl)-5-hydroxymethyl-δ-valerolactone). As a reaction SMILES: [CH2:1]([O:8][C:9]1[CH:14]=[CH:13][C:12]([CH2:15][C:16]([OH:18])=[O:17])=[CH:11][CH:10]=1)[C:2]1[CH:7]=[CH:6][CH:5]=[CH:4][CH:3]=1.CN(C)P(=O)(N(C)C)N(C)C.[CH2-]C(C)=O.Br[CH2:35][CH2:36][C@H:37](O)[CH2:38][OH:39].O>O1CCCC1>[CH2:1]([O:8][C:9]1[CH:10]=[CH:11][C:12]([C@H:15]2[CH2:35][CH2:36][C@@H:37]([CH2:38][OH:39])[O:18][C:16]2=[O:17])=[CH:13][CH:14]=1)[C:2]1[CH:3]=[CH:4][CH:5]=[CH:6][CH:7]=1 |f:2.3|. Procedure: In 2 ml of tetrahydrofuran was dissolved 1.01 g (10 millimoles) of diisopropyl amine, and 6.5 ml of 14.5% solution of n-butyl lithium in hexane was added to the solution to form lithium diisopropylamine. The solution was cooled to -20° C. and a solution of 1.21 g (5 millimoles) of 4-benzyloxyphenylacetic acid in 5 ml of tetrahydrofuran was added dropwise into the solution. Then 3 ml of hexamethyl phosphorictriamide was added to the mixture, and reaction was carried out at a temperature maintaine... Starting materials: CCCC(CCCCCCBr)c1ccc(CC(C)C)cc1, Cl, [Mg], C1CCOC1. Product: [Br-], CCCC(CCCCCC[Mg+])c1ccc(CC(C)C)cc1. RXN SMILES: [Br:2][CH2:3][CH2:4][CH2:5][CH2:6][CH2:7][CH2:8][CH:9]([CH2:10][CH2:11][CH3:12])[c:13]1[cH:14][cH:15][c:16]([CH2:19][CH:20]([CH3:21])[CH3:22])[cH:17][cH:18]1.[ClH:23].[Mg:1].[O:24]1[CH2:25][CH2:26][CH2:27][CH2:28]1>>[Br-:2].[Mg+:1][CH2:3][CH2:4][CH2:5][CH2:6][CH2:7][CH2:8][CH:9]([CH2:10][CH2:11][CH3:12])[c:13]1[cH:14][cH:15][c:16]([CH2:19][CH:20]([CH3:21])[CH3:22])[cH:17][cH:18]1.